Dataset: the Open Reaction Database (ORD), a public repository of structured organic reaction records. Task: describe an organic reaction: reactants, conditions, products, and yield Run at temperature 130 celsius. Isolated yield 65.0%. Reaction SMILES: C(O[C:4](=O)[C:5](=[CH:11][NH:12][C:13]1[N:14]([CH2:18][C:19]2[CH:24]=[CH:23][CH:22]=[CH:21][CH:20]=2)[N:15]=[CH:16][CH:17]=1)[C:6]([O:8][CH2:9][CH3:10])=[O:7])C.O=P(Cl)(Cl)[Cl:28]>>[CH2:9]([O:8][C:6]([C:5]1[C:4]([Cl:28])=[C:17]2[CH:16]=[N:15][N:14]([CH2:18][C:19]3[CH:20]=[CH:21][CH:22]=[CH:23][CH:24]=3)[C:13]2=[N:12][CH:11]=1)=[O:7])[CH3:10]. Yields the product C(C)OC(=O)C=1C(=C2C(=NC1)N(N=C2)CC2=CC=CC=C2)Cl (1-Benzyl-4-chloro-1H-pyrazolo[3,4-b]pyridine-5-carboxylic acid ethyl ester). Procedure: A solution of 2-[(2-benzyl-2H-pyrazol-3-ylamino)-methylene]-malonic acid diethyl ester (7.0 g, 0.020 mol) in POCl3 (50 mL) was heated at reflux (130° C.) for 8 hours. The excess of POCl3 were distilled off and the reaction mixture cooled to 0° C., before careful addition of water (100 mL) and then aqueous NaOH (3N) until pH reached 7. The product was extracted with CH2Cl2 several times, and the combined orgnic phase were dried over Na2SO4 and concentrated under vacuo. Column chromatography (SiO2... Starting materials: C(C)OC(C(C(=O)OCC)=CNC=1N(N=CC1)CC1=CC=CC=C1)=O (2-[(2-benzyl-2H-pyrazol-3-ylamino)-methylene]-malonic acid diethyl ester), O=P(Cl)(Cl)Cl (POCl3). The reactants are CCOCC, CC(C)c1c(CO)c(-c2ccccc2)c2c3ccccc3ccn12. Yields the product CC(C)c1c(C=O)c(-c2ccccc2)c2c3ccccc3ccn12. Reaction SMILES: [CH3:25][CH2:26][O:27][CH2:28][CH3:29].[OH:1][CH2:2][c:3]1[c:4](-[c:19]2[cH:20][cH:21][cH:22][cH:23][cH:24]2)[c:5]2[n:6]([cH:7][cH:8][c:9]3[cH:10][cH:11][cH:12][cH:13][c:14]23)[c:15]1[CH:16]([CH3:17])[CH3:18]>>[O:1]=[CH:2][c:3]1[c:4](-[c:19]2[cH:20][cH:21][cH:22][cH:23][cH:24]2)[c:5]2[n:6]([cH:7][cH:8][c:9]3[cH:10][cH:11][cH:12][cH:13][c:14]23)[c:15]1[CH:16]([CH3:17])[CH3:18].